This data is from the Open Reaction Database (ORD), a public repository of structured organic reaction records. The task is: describe an organic reaction: reactants, conditions, products, and yield Reactants: C(C)(C)(C)OC(=O)N1CCN(CC1)C=1C(N(N=C(C1C)C1=CC(=C(C=C1)C)F)CC(C)C)=O (4-(4-tert-butoxycarbonyl-1-piperazinyl)-methyl-6-(3-fluoro-4-methylphenyl)-2-isobutyl-2H-pyridazin-3-one), ClC1=CC=C(C=CCN2N=C(C=C(C2=O)COS(=O)(=O)C)C2=CC(=C(C=C2)OC)F)C=C1 (2-(4-chlorocinnamyl)-6-(3-fluoro-4-methoxyphenyl)-4-methanesulfonyloxymethyl-2H-pyridazin-3-one), CN1CCNCC1 (1-methylpiperazine). Yields the product ClC1=CC=C(C=CCN2N=C(C=C(C2=O)CN2CCN(CC2)C)C2=CC(=C(C=C2)OC)F)C=C1 (2-(4-chlorocinnamyl)-6-(3-fluoro-4-methoxyphenyl)-4-(4-methyl-1-piperazinyl)methyl-2H-pyridazin-3-one). Isolated yield 66.3%. As a reaction SMILES: C(O[C:6]([N:8]1[CH2:13][CH2:12][N:11](C2C(=O)N(CC(C)C)N=C(C3C=CC(C)=C(F)C=3)C=2C)[CH2:10][CH2:9]1)=O)(C)(C)C.[Cl:34][C:35]1[CH:65]=[CH:64][C:38]([CH:39]=[CH:40][CH2:41][N:42]2[C:47](=[O:48])[C:46]([CH2:49]OS(C)(=O)=O)=[CH:45][C:44]([C:55]3[CH:60]=[CH:59][C:58]([O:61][CH3:62])=[C:57]([F:63])[CH:56]=3)=[N:43]2)=[CH:37][CH:36]=1.CN1CCNCC1>>[Cl:34][C:35]1[CH:36]=[CH:37][C:38]([CH:39]=[CH:40][CH2:41][N:42]2[C:47](=[O:48])[C:46]([CH2:49][N:11]3[CH2:12][CH2:13][N:8]([CH3:6])[CH2:9][CH2:10]3)=[CH:45][C:44]([C:55]3[CH:60]=[CH:59][C:58]([O:61][CH3:62])=[C:57]([F:63])[CH:56]=3)=[N:43]2)=[CH:64][CH:65]=1. Procedure details: Following the procedure of Example 1 (10), 2-(4-chlorocinnamyl)-6-(3-fluoro-4-methoxyphenyl)-4-methanesulfonyloxymethyl-2H-pyridazin-3-one and 1-methylpiperazine were reacted to yield the title compound as pale brown neeldes (yield: 66.3%). Starting materials: ClC(Cl)(Cl)Cl, CO, ClCCl, c1ccc(P(c2ccccc2)c2ccccc2)cc1, OCCCN1CCN(c2cccc3sccc23)CC1. The product is ClCCCN1CCN(c2cccc3sccc23)CC1. As a reaction SMILES: [C:20]([Cl:21])([Cl:22])([Cl:23])[Cl:24].[CH3:44][OH:45].[Cl:46][CH2:47][Cl:48].[c:25]1([P:26]([c:27]2[cH:28][cH:29][cH:30][cH:31][cH:32]2)[c:33]2[cH:34][cH:35][cH:36][cH:37][cH:38]2)[cH:39][cH:40][cH:41][cH:42][cH:43]1.[s:1]1[c:2]2[c:3]([cH:4][cH:5]1)[c:6]([N:10]1[CH2:11][CH2:12][N:13]([CH2:16][CH2:17][CH2:18][OH:19])[CH2:14][CH2:15]1)[cH:7][cH:8][cH:9]2>>[s:1]1[c:2]2[c:3]([cH:4][cH:5]1)[c:6]([N:10]1[CH2:11][CH2:12][N:13]([CH2:16][CH2:17][CH2:18][Cl:21])[CH2:14][CH2:15]1)[cH:7][cH:8][cH:9]2. Starting materials: [NH4+].[Cl-] (NH4Cl), C(C)(C)[Mg]Cl (Isopropylmagnesium chloride), ClC1=CC=2C=3N(CCOC2C=N1)C(=C(N3)I)I (10-chloro-2,3-diiodo-5,6-dihydroimidazo[1,2-d]pyrido[4,3-f][1,4]oxazepine). Solvent: O1CCCC1 (tetrahydrofuran), O1CCCC1 (tetrahydrofuran). Conditions: temperature 10 celsius. The product is ClC1=CC=2C=3N(CCOC2C=N1)C=C(N3)I (10-chloro-2-iodo-5,6-dihydroimidazo[1,2-d]pyrido[4,3-f][1,4]oxazepine). Isolated yield 98.5%. As a reaction SMILES: C([Mg]Cl)(C)C.[Cl:6][C:7]1[N:17]=[CH:16][C:15]2[O:14][CH2:13][CH2:12][N:11]3[C:18](I)=[C:19]([I:21])[N:20]=[C:10]3[C:9]=2[CH:8]=1.[NH4+].[Cl-]>O1CCCC1>[Cl:6][C:7]1[N:17]=[CH:16][C:15]2[O:14][CH2:13][CH2:12][N:11]3[CH:18]=[C:19]([I:21])[N:20]=[C:10]3[C:9]=2[CH:8]=1 |f:2.3|. Procedure details: Isopropylmagnesium chloride in tetrahydrofuran (2.0 M, 3.311 mL) was added dropwise to a solution of 10-chloro-2,3-diiodo-5,6-dihydroimidazo[1,2-d]pyrido[4,3-f][1,4]oxazepine (2.850 g, 6.020 mmol) in 110 ml of tetrahydrofuran at −10° C. The mixture was allowed to warm to 10° C. in 45 min and then mixed with 250 ml of cold 10% NH4Cl. The organic layer was washed with brine and dried over Na2SO4. Concentration in vacuum afforded 2.06 g of 10-chloro-2-iodo-5,6-dihydroimidazo[1,2-d]pyrido[4,3-f][1,4... Reactants: COC(COC1=CC=C(C=C1)N(C1=NC(=NC2=CC=CC=C12)C)C)=O ({4-[methyl-(2-methyl-quinazolin-4-yl)-amino]-phenoxy}-acetic acid methyl ester), potassium trimethylsilanoate. Solvent: P(=O)([O-])([O-])[O-] (phosphate), C1CCOC1 (THF). Conditions: time 1 hour. The product is CN(C1=CC=C(OCC(=O)O)C=C1)C1=NC(=NC2=CC=CC=C12)C ({4-[Methyl-(2-methyl-quinazolin-4-yl)-amino]-phenoxy}-acetic acid). As a reaction SMILES: C[O:2][C:3](=[O:25])[CH2:4][O:5][C:6]1[CH:11]=[CH:10][C:9]([N:12]([CH3:24])[C:13]2[C:22]3[C:17](=[CH:18][CH:19]=[CH:20][CH:21]=3)[N:16]=[C:15]([CH3:23])[N:14]=2)=[CH:8][CH:7]=1>C1COCC1.P([O-])([O-])([O-])=O>[CH3:24][N:12]([C:13]1[C:22]2[C:17](=[CH:18][CH:19]=[CH:20][CH:21]=2)[N:16]=[C:15]([CH3:23])[N:14]=1)[C:9]1[CH:10]=[CH:11][C:6]([O:5][CH2:4][C:3]([OH:25])=[O:2])=[CH:7][CH:8]=1. Reported procedure: To a solution of {4-[methyl-(2-methyl-quinazolin-4-yl)-amino]-phenoxy}-acetic acid methyl ester (200 mg, 0.59 mmol) in THF (5 mL) was added potassium trimethylsilanoate (770 mg, 6 mmol). The mixture was stirred at ambient temperature for 1 h. The mixture was diluted with phosphate buffer (pH=5.5) and extracted with EtOAc (3×). The pH of the aqueous phase was raised to 6 with NaOH and was extracted with EtOAc (3×). The combined organics were dried over MgSO4, filtered and concentrated. The title ... Reactants: CCOC(=O)c1ccc(C(F)(F)F)c(N)c1, CCO, CC=O. Yields the product CCNc1cc(C(=O)OCC)ccc1C(F)(F)F. RXN SMILES: [CH2:1]([CH3:2])[O:3][C:4](=[O:5])[c:6]1[cH:7][c:8]([NH2:16])[c:9]([C:12]([F:13])([F:14])[F:15])[cH:10][cH:11]1.[CH3:20][CH2:21][OH:22].[CH:17]([CH3:18])=[O:19]>>[CH2:1]([CH3:2])[O:3][C:4](=[O:5])[c:6]1[cH:7][c:8]([NH:16][CH2:17][CH3:18])[c:9]([C:12]([F:13])([F:14])[F:15])[cH:10][cH:11]1. Reactants: COc1ccc(CC2CN(C(=O)OC(C)(C)C)CCO2)cc1Br, C=C[Sn](CCCC)(CCCC)CCCC, COCCOC, [Cl-], [Li+], [Na+], [OH-]. Product: C=Cc1cc(CC2CN(C(=O)OC(C)(C)C)CCO2)ccc1OC. RXN SMILES: [C:1]([CH3:2])([CH3:3])([CH3:4])[O:5][C:6](=[O:7])[N:8]1[CH2:9][CH:10]([CH2:14][c:15]2[cH:16][c:17]([Br:23])[c:18]([O:21][CH3:22])[cH:19][cH:20]2)[O:11][CH2:12][CH2:13]1.[CH2:32]([Sn:33]([CH2:34][CH2:35][CH2:36][CH3:37])([CH2:38][CH2:39][CH2:40][CH3:41])[CH:42]=[CH2:43])[CH2:44][CH2:45][CH3:46].[CH3:24][O:25][CH2:26][CH2:27][O:28][CH3:29].[Cl-:31].[Li+:30].[Na+:48].[OH-:47]>>[C:1]([CH3:2])([CH3:3])([CH3:4])[O:5][C:6](=[O:7])[N:8]1[CH2:9][CH:10]([CH2:14][c:15]2[cH:16][c:17]([CH:26]=[CH2:27])[c:18]([O:21][CH3:22])[cH:19][cH:20]2)[O:11][CH2:12][CH2:13]1. Starting materials: [Al+3], C[SiH](C)OC(c1cccc(C#N)c1)C(C)(C)C, C1CCOC1, [H-], [H-], [H-], [H-], [Li+]. Product: C[SiH](C)OC(c1cccc(CN)c1)C(C)(C)C. RXN SMILES: [Al+3:19].[C:1]([CH3:2])([CH3:3])([CH3:4])[CH:5]([c:6]1[cH:7][c:8]([C:9]#[N:10])[cH:11][cH:12][cH:13]1)[O:14][SiH:15]([CH3:16])[CH3:17].[CH2:24]1[O:25][CH2:26][CH2:27][CH2:28]1.[H-:18].[H-:21].[H-:22].[H-:23].[Li+:20]>>[C:1]([CH3:2])([CH3:3])([CH3:4])[CH:5]([c:6]1[cH:7][c:8]([CH2:9][NH2:10])[cH:11][cH:12][cH:13]1)[O:14][SiH:15]([CH3:16])[CH3:17]. Reactants: BrBr (bromine), C(C)OC(=O)NC1=C(C=C(C=C1Br)C(C)=O)C (4'-ethoxycarbonylamino-5'-bromo-3'-methyl-acetophenone), Br (hydrobromic acid), Cl (hydrochloric acid), N (ammonia), C(C)(C)(C)N (tert. butylamine), C(C)OC(=O)NC1=C(C=C(C=C1Br)C(CBr)=O)C (4'-ethoxycarbonylamino-5', 2-dibromo-3'-methyl-acetophenone), C(C)OC(=O)NC1=C(C=C(C=C1Br)C(CNC(C)(C)C)=O)C (4'-ethoxycarbonylamino-5'-bromo-3'-methyl-2-tert. butylamino-acetophenone). Run in C(Cl)(Cl)Cl (chloroform), O (water). Yields the product Cl.C(C)OC(=O)NC1=C(C=C(C=C1Br)C(CNC(C)(C)C)O)C (1-(4-ethoxycarbonylamino-5-bromo-3-methyl-phenyl)-2-tert. butylamino-ethanol hydrochloride). As a reaction SMILES: BrBr.C(OC(NC1C(Br)=CC(C(=O)C)=CC=1C)=O)C.Br.C(OC(NC1C(Br)=CC(C(=O)CBr)=CC=1C)=O)C.C(N)(C)(C)C.[CH2:44]([O:46][C:47]([NH:49][C:50]1[C:55]([Br:56])=[CH:54][C:53]([C:57](=[O:64])[CH2:58][NH:59][C:60]([CH3:63])([CH3:62])[CH3:61])=[CH:52][C:51]=1[CH3:65])=[O:48])[CH3:45].N.[ClH:67]>C(Cl)(Cl)Cl.O>[ClH:67].[CH2:44]([O:46][C:47]([NH:49][C:50]1[C:55]([Br:56])=[CH:54][C:53]([CH:57]([OH:64])[CH2:58][NH:59][C:60]([CH3:62])([CH3:61])[CH3:63])=[CH:52][C:51]=1[CH3:65])=[O:48])[CH3:45] |f:10.11|. Reported procedure: 6.5 gm of bromine were added dropwise into a boiling solution of 12 gm of 4'-ethoxycarbonylamino-5'-bromo-3'-methyl-acetophenone in 200 ml of chloroform, whereupon hydrobromic acid was rapidly formed. The solution obtained, containing 4'-ethoxycarbonylamino-5', 2-dibromo-3'-methyl-acetophenone, was admixed with 14.6 gm of tert. butylamine. After refluxing for 30 minutes, the resulting solution containing 4'-ethoxycarbonylamino-5'-bromo-3'-methyl-2-tert. butylamino-acetophenone was evaporated in ... The reactants are [Si](C)(C)(C(C)(C)C)OC[C@H](C)NC1=C(C(=NC(=C1C)C)Cl)[N+](=O)[O-] (N-((1S)-2-{[tert-butyl(dimethyl)silyl]oxy}-1-methylethyl)-2-chloro-5,6-dimethyl-3-nitropyridin-4-amine). The reagents and catalysts are [Pt] (platinum on carbon). Solvent: C1(=CC=CC=C1)C (toluene). Conditions: time 6 hour. Yields the product [Si](C)(C)(C(C)(C)C)OC[C@H](C)NC1=C(C(=NC(=C1C)C)Cl)N (N4-((1S)-2-{[tert-butyl(dimethyl)silyl]oxy}-1-methylethyl)-2-chloro-5,6-dimethylpyridine-3,4-diamine). Yield: 99.7%. Reaction SMILES: [Si:1]([O:8][CH2:9][C@@H:10]([NH:12][C:13]1[C:18]([CH3:19])=[C:17]([CH3:20])[N:16]=[C:15]([Cl:21])[C:14]=1[N+:22]([O-])=O)[CH3:11])([C:4]([CH3:7])([CH3:6])[CH3:5])([CH3:3])[CH3:2]>[Pt].C1(C)C=CC=CC=1>[Si:1]([O:8][CH2:9][C@@H:10]([NH:12][C:13]1[C:18]([CH3:19])=[C:17]([CH3:20])[N:16]=[C:15]([Cl:21])[C:14]=1[NH2:22])[CH3:11])([C:4]([CH3:7])([CH3:6])[CH3:5])([CH3:3])[CH3:2]. Reported procedure: A pressure bottle was charged with platinum on carbon (5%, 1.16 g) followed by a solution of N-((1S)-2-{[tert-butyl(dimethyl)silyl]oxy}-1-methylethyl)-2-chloro-5,6-dimethyl-3-nitropyridin-4-amine (4.79 g, 12.8 mmol) dissolved in 125 mL of toluene. The reaction mixture was shaken under H2 at 48 PSI (3.3×105 Pa). After 6 hours, the reaction mixture was filtered through a pad of CELITE filter agent. The pad was rinsed with toluene and CH2Cl2. The combined filtrates were concentrated under reduced p... The product is COC(=O)C(C)c1nc(-c2ccc(Br)cc2)oc1C. Reactants: COC(=O)Cc1nc(-c2ccc(Br)cc2)oc1C, CI, CC(C)[N-]C(C)C, [Li+], C1CCOC1. RXN SMILES: [CH3:1][O:2][C:3]([CH2:4][c:5]1[n:6][c:7](-[c:11]2[cH:12][cH:13][c:14]([Br:17])[cH:15][cH:16]2)[o:8][c:9]1[CH3:10])=[O:18].[CH3:27][I:28].[CH:19]([N-:20][CH:21]([CH3:22])[CH3:23])([CH3:24])[CH3:25].[Li+:26].[O:29]1[CH2:30][CH2:31][CH2:32][CH2:33]1>>[CH3:1][O:2][C:3]([CH:4]([c:5]1[n:6][c:7](-[c:11]2[cH:12][cH:13][c:14]([Br:17])[cH:15][cH:16]2)[o:8][c:9]1[CH3:10])[CH3:19])=[O:18].